Task: describe an organic reaction: reactants, conditions, products, and yield. Dataset: the Open Reaction Database (ORD), a public repository of structured organic reaction records Starting materials: solution, CN (methylamine), C(C)O (ethanol), CN(CCCN=C=NCC)C (1-(3-dimethylaminopropyl)-3-ethylcarbodiimide), FC(C=1C=C(C=CC1)CC(=O)O)(F)F (3-(trifluoromethyl)phenylacetic acid), OS1C=NC2=C1C=CC=C2 (1-hydroxybenzothiazole). Run in C(C)(=O)OCC (ethyl acetate), C(Cl)Cl (DCM), CN(C=O)C (N,N-dimethylformamide). Reaction conditions: temperature 0 celsius, time 20 minute. Yields the product CNC(CC1=CC(=CC=C1)C(F)(F)F)=O (N-methyl-2-(3-trifluoromethylphenyl)acetamide). As a reaction SMILES: [CH3:1][N:2](C)CCCN=C=NCC.[F:12][C:13]([F:25])([F:24])[C:14]1[CH:15]=[C:16]([CH2:20][C:21](O)=[O:22])[CH:17]=[CH:18][CH:19]=1.OS1C2C=CC=CC=2N=C1.CN.C(O)C>C(Cl)Cl.CN(C)C=O.C(OCC)(=O)C>[CH3:1][NH:2][C:21](=[O:22])[CH2:20][C:16]1[CH:17]=[CH:18][CH:19]=[C:14]([C:13]([F:25])([F:24])[F:12])[CH:15]=1. Procedure details: At 0° C., 1-(3-dimethylaminopropyl)-3-ethylcarbodiimide (21.6 g (0.11 mol) was added to a solution of 3-(trifluoromethyl)phenylacetic acid (Aldrich 19,335-6, 23.0 g, 0.11 mol) and 1-hydroxybenzothiazole (21.6 g, 0.11 mol) in DCM (50 ml) and N,N-dimethylformamide (50 ml). The reaction mixture was stirred for 20 min at 0° C. A 33% solution of methylamine in ethanol (280 ml, 2.25 mol) was added. The reaction mixture was stirred for 56 hours and successively diluted with ethyl acetate (200 ml). It w... The reactants are C(#N)C1=C(C(=C(C2=C1N=C(O2)C(N(C)C)=O)C2=CC(CC2)CNC(OC(C)(C)C)=O)C2=CC=CC=C2)C (tert-Butyl {3-[4-cyano-2-dimethylcarbamoyl-5-methyl-6-phenyl-1,3-benzoxazol-7-yl]cyclopent-2-enyl}methylcarbamate). Solvent: Cl.O1CCOCC1 (hydrochloric acid 1,4-dioxane). Conditions: time 2 hour. The product is C(#N)C1=C(C(=C(C2=C1N=C(O2)C(=O)N(C)C)C2C=C(CC2)NC)C2=CC=CC=C2)C (4-Cyano-N,N,5-trimethyl-7-[3-(methylamino)cyclopent-2-enyl]-6-phenyl-1,3-benzoxazole-2-carboxamide). The yield is 55.5%. Reaction SMILES: [C:1]([C:3]1[C:8]2[N:9]=[C:10]([C:12](=[O:16])[N:13]([CH3:15])[CH3:14])[O:11][C:7]=2[C:6]([C:17]2[CH2:21]C[CH:19]([CH2:22][NH:23][C:24](=O)OC(C)(C)C)[CH:18]=2)=[C:5]([C:31]2[CH:36]=[CH:35][CH:34]=[CH:33][CH:32]=2)[C:4]=1[CH3:37])#[N:2]>Cl.O1CCOCC1>[C:1]([C:3]1[C:8]2[N:9]=[C:10]([C:12]([N:13]([CH3:15])[CH3:14])=[O:16])[O:11][C:7]=2[C:6]([CH:17]2[CH2:18][CH2:19][C:22]([NH:23][CH3:24])=[CH:21]2)=[C:5]([C:31]2[CH:32]=[CH:33][CH:34]=[CH:35][CH:36]=2)[C:4]=1[CH3:37])#[N:2] |f:1.2|. Procedure: tert-Butyl {3-[4-cyano-2-dimethylcarbamoyl-5-methyl-6-phenyl-1,3-benzoxazol-7-yl]cyclopent-2-enyl}methylcarbamate (I-340-1) (134 mg, 0.27 mmol) was dissolved in 4 N hydrochloric acid/1,4-dioxane solution (3 ml), and stirred at room temperature for 2 hours. The solvent was evaporated away under reduced pressure, then ethanol was added to the resulting residue, followed by concentration under reduced pressure. This operation was repeated once again. The residue was dissolved in chloroform (15 ml) ... The reactants are C(C)OC(C(=O)C1=CC=C(C=C1)NC1=NC=CC=C1N)=O ([4-(3-amino-pyridin-2-ylamino)-phenyl]oxo-acetic acid ethyl ester), C(OCC)(OCC)OCC (triethyl orthoformate). Product: C(C)OC(C(=O)C1=CC=C(C=C1)N1C=NC=2C1=NC=CC2)=O ((4-imidazo[4,5-b]pyridine-3-yl-phenyl)-oxo-acetic acid ethyl ester). As a reaction SMILES: [CH2:1]([O:3][C:4](=[O:21])[C:5]([C:7]1[CH:12]=[CH:11][C:10]([NH:13][C:14]2[C:19]([NH2:20])=[CH:18][CH:17]=[CH:16][N:15]=2)=[CH:9][CH:8]=1)=[O:6])[CH3:2].[CH:22](OCC)(OCC)OCC>>[CH2:1]([O:3][C:4](=[O:21])[C:5]([C:7]1[CH:8]=[CH:9][C:10]([N:13]2[C:14]3=[N:15][CH:16]=[CH:17][CH:18]=[C:19]3[N:20]=[CH:22]2)=[CH:11][CH:12]=1)=[O:6])[CH3:2]. Procedure: A solution of [4-(3-amino-pyridin-2-ylamino)-phenyl]oxo-acetic acid ethyl ester (195 mg, 0.547 mmol) in triethyl orthoformate (5 mL) is heated at 144° C. for 5 h. The reaction mixture is left in the fridge over night and then refluxed for additional 5 h. The solvent is removed and the product is purified by reverse phase MPLC with ACN/water to afford (4-imidazo[4,5-b]pyridine-3-yl-phenyl)-oxo-acetic acid ethyl ester. ES-MS: 296.10 [M+H]+; tR=1.4 min (System 2). The reactants are [H-].[Na+] (Sodium hydride), COC=1C=C(C=CC1OC)C1=CNC2=NC=CC=C21 (3-(3,4-dimethoxy-phenyl)-1H-pyrrolo[2,3-b]pyridine), N(=C=S)C1=CC=CC=C1 (1-Isothiocyanatobenzene). The solvent is CN(C=O)C (N,N-dimethylformamide). Reaction conditions: time 15 minute. The product is C1(=CC=CC=C1)NC(=S)N1C=C(C=2C1=NC=CC2)C2=CC(=C(C=C2)OC)OC (3-(3,4-dimethoxy-phenyl)-pyrrolo[2,3-b]pyridine-1-carbothioic acid phenylamide). Isolated yield 48.8%. As a reaction SMILES: [CH3:1][O:2][C:3]1[CH:4]=[C:5]([C:11]2[C:19]3[C:14](=[N:15][CH:16]=[CH:17][CH:18]=3)[NH:13][CH:12]=2)[CH:6]=[CH:7][C:8]=1[O:9][CH3:10].[H-].[Na+].[N:22]([C:25]1[CH:30]=[CH:29][CH:28]=[CH:27][CH:26]=1)=[C:23]=[S:24]>CN(C)C=O>[C:25]1([NH:22][C:23]([N:13]2[C:14]3=[N:15][CH:16]=[CH:17][CH:18]=[C:19]3[C:11]([C:5]3[CH:6]=[CH:7][C:8]([O:9][CH3:10])=[C:3]([O:2][CH3:1])[CH:4]=3)=[CH:12]2)=[S:24])[CH:30]=[CH:29][CH:28]=[CH:27][CH:26]=1 |f:1.2|. Procedure details: 3-(3,4-Dimethoxy-phenyl)-1H-pyrrolo-[2,3-b]pyridine 1 (50 mg, 0.20 mmol) was dissolved in N,N-dimethylformamide (4 mL). Sodium hydride (10 mg, 0.24 mmol, 60% dispersion in mineral oil) was added. The reaction mixture was stirred for 15 minutes at room temperature. 1-Isothiocyanatobenzene (35 μL, 0.29 mmol) was added and the reaction mixture was stirred for 40 minutes at room temperature. The product was concentrated and the residue was partitioned between brine and ethyl acetate. The organic por... Starting materials: BrC(C(=O)NC(C#CC)(C)C)CC (2-bromo-N-(4-methylpent-2-yn-4-yl) butyramide), O (water), BrC=1C=NC2=CC=C(C=C2C1)O (3-bromo-6-hydroxyquinoline), C([O-])([O-])=O.[K+].[K+] (potassium carbonate). Solvent: CN(C=O)C (N,N-dimethylformamide), CCCCCC.C(C)(=O)OCC (hexane ethyl acetate). The product is BrC=1C=NC2=CC=C(C=C2C1)OC(C(=O)NC(C#CC)(C)C)CC (2-(3-bromo-6-quinolinyloxy)-N-(4-methylpent-2-yn-4-yl) butyramide). Yield: 40.2%. Reaction SMILES: [Br:1][C:2]1[CH:3]=[N:4][C:5]2[C:10]([CH:11]=1)=[CH:9][C:8]([OH:12])=[CH:7][CH:6]=2.C(=O)([O-])[O-].[K+].[K+].Br[CH:20]([CH2:30][CH3:31])[C:21]([NH:23][C:24]([CH3:29])([CH3:28])[C:25]#[C:26][CH3:27])=[O:22].O>CN(C)C=O.CCCCCC.C(OCC)(=O)C>[Br:1][C:2]1[CH:3]=[N:4][C:5]2[C:10]([CH:11]=1)=[CH:9][C:8]([O:12][CH:20]([CH2:30][CH3:31])[C:21]([NH:23][C:24]([CH3:29])([CH3:28])[C:25]#[C:26][CH3:27])=[O:22])=[CH:7][CH:6]=2 |f:1.2.3,7.8|. Procedure: To a stirred mixture of 3-bromo-6-hydroxyquinoline (0.179 g) and anhydrous potassium carbonate (0.121 g) in dry N,N-dimethylformamide (2 ml) at 80° C. was added 2-bromo-N-(4-methylpent-2-yn-4-yl) butyramide (0.197 g) and the reaction maintained at this temperature for 15 hours. The brown suspension produced was cooled to ambient temperature, poured into water and extracted with diethyl ether. The extract was washed with water, dried over magnesium sulphate then evaporated under reduced pressure ... The reactants are CCC(=O)NCC1Cc2ccccc2C1, C[N+](=O)[O-], O, O=[N+]([O-])O, O=S(=O)(O)O. Product: CCC(=O)NCC1Cc2ccc([N+](=O)[O-])cc2C1. Reaction SMILES: [CH2:1]1[CH:2]([CH2:10][NH:11][C:12]([CH2:13][CH3:14])=[O:15])[CH2:3][c:4]2[cH:5][cH:6][cH:7][cH:8][c:9]21.[N+:26]([CH3:27])([O-:28])=[O:29].[OH2:25].[OH:21][N+:22]([O-:23])=[O:24].[S:16](=[O:17])(=[O:18])([OH:19])[OH:20]>>[CH2:1]1[CH:2]([CH2:10][NH:11][C:12]([CH2:13][CH3:14])=[O:15])[CH2:3][c:4]2[cH:5][c:6]([N+:22](=[O:21])[O-:23])[cH:7][cH:8][c:9]21. The reactants are O (water), O=C[C@@H](O)[C@@H](O)[C@H](O)CO (D-lyxose), C(CCCCCCCCCCC)N (dodecylamine). Run in C(C)(C)O (isopropanol). Yields the product C1([C@@H](O)[C@@H](O)[C@H](O)CO1)N(C(CCCCCCCCCCC)=O)CCCCCCCCCCCC (N-(D-Lyxopyranosyl)-N-dodecyl-dodecanoic acid amide). Reaction SMILES: O=[CH:2][C@H:3]([C@H:5]([C@@H:7]([CH2:9][OH:10])[OH:8])[OH:6])[OH:4].[OH2:11].[CH2:12]([NH2:24])[CH2:13][CH2:14][CH2:15][CH2:16][CH2:17][CH2:18][CH2:19][CH2:20][CH2:21][CH2:22][CH3:23]>C(O)(C)C>[CH:9]1([N:24]([CH2:23][CH2:22][CH2:21][CH2:20][CH2:19][CH2:18][CH2:17][CH2:16][CH2:15][CH2:14][CH2:13][CH3:12])[C:12](=[O:11])[CH2:13][CH2:14][CH2:15][CH2:16][CH2:17][CH2:18][CH2:19][CH2:20][CH2:21][CH2:22][CH3:23])[O:10][CH2:2][C@@H:3]([OH:4])[C@H:5]([OH:6])[C@@H:7]1[OH:8]. Reported procedure: 10 g of D-lyxose are dissolved in 120 ml of isopropanol and 60 ml of water and the solution is warmed to 70° C. 18 g of dodecylamine are added. After a clear solution has formed, the temperature is maintained for a further 15 minutes. The mixture is cooled to room temperature and evaporated in vacuo. 10 g of the resulting syrup are dissolved in 100 ml of tetrahydrofuran and 10 ml of methanol, and 10 g of sodium carbonate are added. 5.5 g of dodecanoic acid chloride, dissolved in 20 ml of tetrahy...